From a dataset of the Open Reaction Database (ORD), a public repository of structured organic reaction records. describe an organic reaction: reactants, conditions, products, and yield The reactants are Br, COc1ccc(-c2cccc3[nH]c4cnn(C)c4c(=O)c23)cc1, CC(=O)O, O. Yields the product Cn1ncc2[nH]c3cccc(-c4ccc(O)cc4)c3c(=O)c21. Reaction SMILES: [BrH:25].[CH3:1][O:2][c:3]1[cH:4][cH:5][c:6](-[c:9]2[c:10]3[c:11](=[O:23])[c:12]4[c:13]([nH:14][c:15]3[cH:16][cH:17][cH:18]2)[cH:19][n:20][n:21]4[CH3:22])[cH:7][cH:8]1.[CH3:26][C:27](=[O:28])[OH:29].[OH2:24]>>[OH:2][c:3]1[cH:4][cH:5][c:6](-[c:9]2[c:10]3[c:11](=[O:23])[c:12]4[c:13]([nH:14][c:15]3[cH:16][cH:17][cH:18]2)[cH:19][n:20][n:21]4[CH3:22])[cH:7][cH:8]1.